Dataset: the Open Reaction Database (ORD), a public repository of structured organic reaction records. Task: describe an organic reaction: reactants, conditions, products, and yield Reactants: CSC(=N)N, CNCC(=O)[O-], [Na+], CN(CC(=O)O)C(=N)N, O, O, O=S(=O)(O)O, O=S(=O)(O)O. Yields the product CN(CC(=O)O)C(=N)N. As a reaction SMILES: [CH3:18][S:19][C:20](=[NH:21])[NH2:22].[CH3:1][NH:2][CH2:3][C:4]([O-:5])=[O:6].[Na+:7].[O:24]=[C:25]([OH:26])[CH2:27][N:28]([CH3:29])[C:30]([NH2:31])=[NH:32].[OH2:23].[OH2:33].[S:13]([OH:14])([OH:15])(=[O:16])=[O:17].[S:8](=[O:9])(=[O:10])([OH:11])[OH:12]>>[O:24]=[C:25]([OH:26])[CH2:27][N:28]([CH3:29])[C:30](=[NH:31])[NH2:32].